This data is from the Open Reaction Database (ORD), a public repository of structured organic reaction records. The task is: describe an organic reaction: reactants, conditions, products, and yield Reactants: COC(C(CC(C)C)C=1C=C(C=C(C1)OS(=O)(=O)C(F)(F)F)C1=CC(=CC(=C1)C(F)(F)F)F)=O (2-(3′-Fluoro-5-trifluoromethanesulfonyloxy-5′-trifluoromethyl-biphenyl-3-yl)-4-methyl-pentanoic acid methyl ester), FC1=CC(=C(N)C=C1)C(F)(F)F (4-fluoro-2-(trifluoromethyl)aniline). Yields the product COC(C(CC(C)C)C=1C=C(C=C(C1)NC1=C(C=C(C=C1)F)C(F)(F)F)C1=CC(=CC(=C1)F)C(F)(F)F)=O (2-[5′-Fluoro-5-(4-fluoro-2-trifluoromethyl-phenylamino)-3′-trifluoromethyl-biphenyl-3-yl]-4-methyl-pentanoic acid methyl ester). Isolated yield 100.0%. As a reaction SMILES: [CH3:1][O:2][C:3](=[O:34])[CH:4]([C:9]1[CH:10]=[C:11]([C:23]2[CH:28]=[C:27]([C:29]([F:32])([F:31])[F:30])[CH:26]=[C:25]([F:33])[CH:24]=2)[CH:12]=[C:13](OS(C(F)(F)F)(=O)=O)[CH:14]=1)[CH2:5][CH:6]([CH3:8])[CH3:7].[F:35][C:36]1[CH:42]=[CH:41][C:39]([NH2:40])=[C:38]([C:43]([F:46])([F:45])[F:44])[CH:37]=1>>[CH3:1][O:2][C:3](=[O:34])[CH:4]([C:9]1[CH:10]=[C:11]([C:23]2[CH:24]=[C:25]([F:33])[CH:26]=[C:27]([C:29]([F:30])([F:32])[F:31])[CH:28]=2)[CH:12]=[C:13]([NH:40][C:39]2[CH:41]=[CH:42][C:36]([F:35])=[CH:37][C:38]=2[C:43]([F:46])([F:44])[F:45])[CH:14]=1)[CH2:5][CH:6]([CH3:7])[CH3:8]. Procedure details: The title compound was prepared in 100% yield from 2-(5′-fluoro-5-trifluoromethanesulfonyloxy-3′-trifluoromethyl-biphenyl-3-yl)-4-methyl-pentanoic acid methyl ester (prepared in Example 40, step (a)) and 4-fluoro-2-(trifluoromethyl)aniline under the conditions described in Example 37, step (b).